The task is: describe an organic reaction: reactants, conditions, products, and yield. This data is from the Open Reaction Database (ORD), a public repository of structured organic reaction records. Reactants: CC(=O)[O-], CC(=O)OC(C)=O, CCO, [Na+], NC(Cc1ccccc1)C1CC(Cc2ccccc2)=NO1, Cc1ccc(S(=O)(=O)O)cc1. RXN SMILES: [CH3:34][C:35]([O-:36])=[O:37].[CH3:38][C:39]([O:40][C:41](=[O:42])[CH3:43])=[O:44].[CH3:45][CH2:46][OH:47].[Na+:33].[c:12]1([CH2:18][C:19]2=[N:20][O:21][CH:22]([CH:24]([CH2:25][c:26]3[cH:27][cH:28][cH:29][cH:30][cH:31]3)[NH2:32])[CH2:23]2)[cH:13][cH:14][cH:15][cH:16][cH:17]1.[c:1]1([CH3:2])[cH:3][cH:4][c:5]([S:6]([OH:7])(=[O:8])=[O:9])[cH:10][cH:11]1>>[c:12]1([CH2:18][C:19]2=[N:20][O:21][CH:22]([CH:24]([CH2:25][c:26]3[cH:27][cH:28][cH:29][cH:30][cH:31]3)[NH:32][C:35]([CH3:34])=[O:36])[CH2:23]2)[cH:13][cH:14][cH:15][cH:16][cH:17]1. Yields the product CC(=O)NC(Cc1ccccc1)C1CC(Cc2ccccc2)=NO1. Starting materials: CCNCC, CO, CCCCCC1(C)CO1, S. The product is CCCCCC(C)(O)CS. As a reaction SMILES: [CH2:2]([NH:3][CH2:4][CH3:5])[CH3:6].[CH3:16][OH:17].[CH3:7][C:8]1([CH2:11][CH2:12][CH2:13][CH2:14][CH3:15])[O:9][CH2:10]1.[SH2:1]>>[SH:1][CH2:10][C:8]([CH3:7])([OH:9])[CH2:11][CH2:12][CH2:13][CH2:14][CH3:15]. Starting materials: Cc1c(C=O)[nH]c2c1C(=O)N(CCN1CCCCC1)CC2, CC(=O)Nc1ccc2c(c1)CC(=O)N2. The product is CC(=O)Nc1ccc2c(c1)C(=Cc1[nH]c3c(c1C)C(=O)N(CCN1CCCCC1)CC3)C(=O)N2. RXN SMILES: [CH3:1][c:2]1[c:3]([CH:20]=[O:21])[nH:4][c:5]2[c:6]1[C:7](=[O:19])[N:8]([CH2:11][CH2:12][N:13]1[CH2:14][CH2:15][CH2:16][CH2:17][CH2:18]1)[CH2:9][CH2:10]2.[NH:22]([C:23](=[O:24])[CH3:25])[c:26]1[cH:27][c:28]2[c:32]([cH:33][cH:34]1)[NH:31][C:30](=[O:35])[CH2:29]2>>[CH3:1][c:2]1[c:3]([CH:20]=[C:29]2[c:28]3[cH:27][c:26]([NH:22][C:23](=[O:24])[CH3:25])[cH:34][cH:33][c:32]3[NH:31][C:30]2=[O:35])[nH:4][c:5]2[c:6]1[C:7](=[O:19])[N:8]([CH2:11][CH2:12][N:13]1[CH2:14][CH2:15][CH2:16][CH2:17][CH2:18]1)[CH2:9][CH2:10]2. Starting materials: ClC=1C=C(C=CC1Cl)N1CCN(CC1)CCCN (4-(3,4-dichlorophenyl)-1-piperazinepropanamine), N(=C=S)C1=CC=C(C=C1)OC (1-isothiocyanato-4-methoxybenzene), S(=O)(Cl)Cl (Thionylchloride). Run in C(Cl)(Cl)Cl (CHCl3). Reaction conditions: time 1 hour. The product is Cl.Cl.ClC=1C=C(C=CC1Cl)N1CCN(CC1)CCCNC=1SC2=C(N1)C=CC(=C2)OC (N-[3-[4-(3,4-dichlorophenyl)-1-piperazinyl]propyl]-6-methoxy-2-benzothiazolamine dihydrochloride). The yield is 34.0%. Reaction SMILES: [Cl:1][C:2]1[CH:3]=[C:4]([N:9]2[CH2:14][CH2:13][N:12]([CH2:15][CH2:16][CH2:17][NH2:18])[CH2:11][CH2:10]2)[CH:5]=[CH:6][C:7]=1[Cl:8].[N:19]([C:22]1[CH:27]=[CH:26][C:25]([O:28][CH3:29])=[CH:24][CH:23]=1)=[C:20]=[S:21].S(Cl)([Cl:32])=O>C(Cl)(Cl)Cl>[ClH:1].[ClH:32].[Cl:1][C:2]1[CH:3]=[C:4]([N:9]2[CH2:14][CH2:13][N:12]([CH2:15][CH2:16][CH2:17][NH:18][C:20]3[S:21][C:23]4[CH:24]=[C:25]([O:28][CH3:29])[CH:26]=[CH:27][C:22]=4[N:19]=3)[CH2:11][CH2:10]2)[CH:5]=[CH:6][C:7]=1[Cl:8] |f:4.5.6|. Procedure details: A mixture of 4-(3,4-dichlorophenyl)-1-piperazinepropanamine (0.009 mol), prepared according to the procedure described in Example A.5, and 1-isothiocyanato-4-methoxybenzene (0.009 mol) in CHCl3 (100 ml) was stirred for one hour at room temperature, then cooled to 0° C. on an ice-bath. Thionylchloride (30 ml) was added dropwise and the resulting reaction mixture was allowed to slowly warm to room temperature. The reaction mixture was stirred for 3 hours at 60° C. The mixture was cooled to room te... Starting materials: CC(=CC(=O)OCC)C (ethyl 3,3-dimethylacrylate), C[Si](C)(C)Cl (Trimethylsilyl chloride), C1(CCCCC1)[Mg]Cl (cyclohexylmagnesium chloride), ice, [Cl-].[NH4+] (ammonium chloride). The reagents and catalysts are [Cu]Cl (copper (I) chloride). Run in O1CCCC1 (tetrahydrofuran). Conditions: time 10 minute. The product is C1(CCCCC1)C(CC(=O)OCC)(C)C (Ethyl 3-cyclohexyl-3-methylbutanoate). As a reaction SMILES: C[Si](Cl)(C)C.[CH:6]1([Mg]Cl)[CH2:11][CH2:10][CH2:9][CH2:8][CH2:7]1.[CH3:14][C:15]([CH3:22])=[CH:16][C:17]([O:19][CH2:20][CH3:21])=[O:18].[Cl-].[NH4+]>O1CCCC1.[Cu]Cl>[CH:6]1([C:15]([CH3:22])([CH3:14])[CH2:16][C:17]([O:19][CH2:20][CH3:21])=[O:18])[CH2:11][CH2:10][CH2:9][CH2:8][CH2:7]1 |f:3.4|. Reported procedure: Trimethylsilyl chloride (1.3 ml, 10.2 mmol), copper (I) chloride (30 mg, 0.3 mmol) and cyclohexylmagnesium chloride (4.6 ml, 2N in diethyl ether, 9.2 mmol) were added slowly to an ice-cooled solution of ethyl 3,3-dimethylacrylate (1 g, 8.5 mmol) in tetrahydrofuran (10 ml). The solution was stirred for 10 minutes, then allowed to warm to room temperature and stirred for an hour. Saturated aqueous ammonium chloride solution (10 ml) was added and the mixture was partitioned between water (10 ml) an... Reactants: C1(=CC=CC=C1)NN (phenylhydrazine), C(\C=C\C#N)#N (fumaronitrile), C1(=CC=CC=C1)NN (phenylhydrazine). Reaction conditions: temperature 77.5 celsius. Product: C1(=CC=CC=C1)NNC(C#N)CC#N (2-(phenylhydrazino)succinonitrile). Isolated yield 44.5%. Reaction SMILES: [C:1]1([NH:7][NH2:8])[CH:6]=[CH:5][CH:4]=[CH:3][CH:2]=1.[C:9](#[N:14])/[CH:10]=[CH:11]/[C:12]#[N:13]>>[C:1]1([NH:7][NH:8][CH:11]([CH2:10][C:9]#[N:14])[C:12]#[N:13])[CH:6]=[CH:5][CH:4]=[CH:3][CH:2]=1. Procedure: A mixture of phenylhydrazine (4.29 g) and fumaronitrile (3.1 g), where the phenylhydrazine served as a solvent, was heated at 75-80° C. for 20 hours. Purification by flash chromatography on silica gel and crystallization from dichloromethane/hexane gave the title compound (3.29 g, 45%), m.p. 97-98° C. Reactants: COC1=CC(=C(C=C1)C=1NC2=C(C=NC=C2)N1)OCC#C (2-(4-Methoxy-2-propargyloxyphenyl)imidazo(4,5-c)pyridine), C(\C=C\C(=O)[O-])(=O)[O-] (fumarate). Product: COC=1C=C(C(=CC1)OCC#C)C=1NC2=C(C=NC=C2)N1 (2-(3-Methoxy-6-propargyloxyphenyl)imidazo(4,5-c)pyridine). RXN SMILES: CO[C:3]1[CH:8]=[CH:7][C:6]([C:9]2[NH:10][C:11]3[CH:16]=[CH:15][N:14]=[CH:13][C:12]=3[N:17]=2)=[C:5]([O:18][CH2:19][C:20]#[CH:21])[CH:4]=1.C([O-])(=O)/C=C/[C:25]([O-])=[O:26]>>[CH3:25][O:26][C:8]1[CH:7]=[C:6]([C:9]2[NH:10][C:11]3[CH:16]=[CH:15][N:14]=[CH:13][C:12]=3[N:17]=2)[C:5]([O:18][CH2:19][C:20]#[CH:21])=[CH:4][CH:3]=1. Reported procedure: 2-(4-Methoxy-2-propargyloxyphenyl)imidazo(4,5-c)pyridine, fumarate, m.p. 210°. Reactants: Cl (hydrogen chloride), [H][H] (hydrogen), [N+](=O)([O-])C1=C(OCC(=O)[O-])C=CC=C1[N+](=O)[O-] (2-(2,3-dinitrophenoxy)acetate), C1CCOC1 (THF). Reagents/catalysts: [Ni] (Raney Nickel). Solvent: CO (methanol), O1CCOCC1 (1,4-dioxane), CCO (EtOH). Conditions: time 8 hour. The product is Cl.Cl.NC1=C(OCC(=O)OCCCC)C=CC=C1N (butyl 2-(2,3-diaminophenoxy)acetate dihydrochloride). Yield: 82.0%. RXN SMILES: [N+:1]([C:4]1[C:14]([N+:15]([O-])=O)=[CH:13][CH:12]=[CH:11][C:5]=1[O:6][CH2:7][C:8]([O-:10])=[O:9])([O-])=O.[CH2:18]1[CH2:22]O[CH2:20][CH2:19]1.[H][H].[ClH:25]>[Ni].CO.O1CCOCC1.CCO>[ClH:25].[ClH:25].[NH2:1][C:4]1[C:14]([NH2:15])=[CH:13][CH:12]=[CH:11][C:5]=1[O:6][CH2:7][C:8]([O:10][CH2:22][CH2:18][CH2:19][CH3:20])=[O:9] |f:8.9.10|. Procedure: To a Parr hydrogenation bottle was added 12.0 g of 2-(2,3-dinitrophenoxy)acetate, Raney Nickel (2.0 g, wet), THF (100 mL) and EtOH (150 mL). The atmosphere of the vessel was replaced by hydrogen gas. The reaction was shaken on a Parr hydrogenator at 40 psi at room temperature, overnight. The catalyst was filtered over a plug Celite and the filtrate was concentrated under reduced pressure to give a residue, which was dissolved in methanol, acidified with 4 N hydrogen chloride in 1,4-dioxane and f... Run at temperature 80 celsius, time 12 hour. Starting materials: C1=C(C=CC=C1O)C (m-cresol), C=1(C(=CC=C(C1)C)C)O (2,5-xylenol), O.O.C(C(=O)O)(=O)O (oxalic acid dihydrate), C=O (formaldehyde), resin. The solvent is C(C(C)C)C(=O)C (methyl isobutyl ketone), C(C)(=O)O (acetic acid), C(C)(=O)OC(COC)C (propylene glycol methyl ether acetate), CCCCCCC (n-heptane), C(C(C)C)C(=O)C (methyl isobutyl ketone), C(C(C)C)C(=O)C (methyl isobutyl ketone). RXN SMILES: [CH:1]1[C:6]([OH:7])=[CH:5][CH:4]=[CH:3][C:2]=1[CH3:8].[C:9]1([OH:17])[C:10]([CH3:16])=[CH:11][CH:12]=[C:13]([CH3:15])[CH:14]=1.O.O.C(O)(=O)C(O)=O.C=O>C(C(C)=O)C(C)C.C(OC(C)COC)(=O)C.CCCCCCC.C(O)(=O)C>[CH:1]1[C:6]([OH:7])=[CH:5][CH:4]=[CH:3][C:2]=1[CH3:8].[C:9]1([OH:17])[C:10]([CH3:16])=[CH:11][CH:12]=[C:13]([CH3:15])[CH:14]=1 |f:2.3.4,10.11|. Product: C1=C(C=CC=C1O)C.C=1(C(=CC=C(C1)C)C)O (m-cresol 2,5-xylenol). Procedure: Into a 1 L four-necked flask equipped with a reflux tube, stirring apparatus and thermometer were charged 150.4 g of m-cresol, 67.9g of 2,5-xylenol, 10.0 g of oxalic acid dihydrate, 66.3 g of 90% acetic acid and 218 g of methyl isobutyl ketone and the mixture was heated up to 80° C. Into this was dropped 142.2 g of a 37% formaldehyde aqueous solution over 1 hour. Thereafter, the mixture was heated up to reflux temperature and kept at the same temperature for 12 hours. The resulted reaction solut... Procedure details: A flask with 4,4,4′,4′,5,5,5′-heptamethyl-2,2′-bi(1,3,2-dioxaborolane) (10.48 g, 43.7 mmol), (dppf)PdCl2 (0.930 g, 1.139 mmol), and potassium acetate (11.18 g, 114 mmol) was flushed with N2 (3×), then 1,4-dioxane (100 mL) was added followed by a solution of tert-butyl 5-(trifluoromethylsulfonyloxy)-3,4-dihydropyridine-1(2H)-carboxylate and tert-butyl 3-(trifluoromethylsulfonyloxy)-5,6-dihydropyridine-1(2H)-carboxylate (1:1 ratio, 12.58 g, 38.0 mmol) in 1,4-dioxane (100 mL). The solution was heat... The reactants are FC(S(=O)(=O)OC=1CN(CCC1)C(=O)OC(C)(C)C)(F)F (tert-butyl 3-(trifluoromethylsulfonyloxy)-5,6-dihydropyridine-1(2H)-carboxylate), CC1(OB(OC1(C)C)B1OC(C(O1)(C)C)C)C (4,4,4′,4′,5,5,5′-heptamethyl-2,2′-bi(1,3,2-dioxaborolane)), C(C)(=O)[O-].[K+] (potassium acetate), N#N (N2), FC(S(=O)(=O)OC=1CCCN(C1)C(=O)OC(C)(C)C)(F)F (tert-butyl 5-(trifluoromethylsulfonyloxy)-3,4-dihydropyridine-1(2H)-carboxylate). Run in O1CCOCC1 (1,4-dioxane), O1CCOCC1 (1,4-dioxane), CCOC(=O)C.CCCCCC (EtOAc hexane). Isolated yield 62.1%. RXN SMILES: [CH3:1][C:2]1([CH3:17])[C:6]([CH3:8])([CH3:7])[O:5][B:4](B2OC(C)(C)C(C)O2)[O:3]1.C([O-])(=O)C.[K+].N#N.FC(F)(F)S(O[C:31]1[CH2:32][CH2:33][CH2:34][N:35]([C:37]([O:39][C:40]([CH3:43])([CH3:42])[CH3:41])=[O:38])[CH:36]=1)(=O)=O.FC(F)(F)S(O[C:52]1[CH2:53][N:54]([C:58]([O:60][C:61]([CH3:64])([CH3:63])[CH3:62])=[O:59])[CH2:55][CH2:56][CH:57]=1)(=O)=O>O1CCOCC1.C1C=CC(P(C2C=CC=CC=2)[C-]2C=CC=C2)=CC=1.C1C=CC(P(C2C=CC=CC=2)[C-]2C=CC=C2)=CC=1.Cl[Pd]Cl.[Fe+2].CCOC(C)=O.CCCCCC>[CH3:17][C:2]1([CH3:1])[C:6]([CH3:7])([CH3:8])[O:5][B:4]([C:33]2[CH2:34][N:35]([C:37]([O:39][C:40]([CH3:43])([CH3:42])[CH3:41])=[O:38])[CH2:36][CH2:31][CH:32]=2)[O:3]1.[CH3:17][C:2]1([CH3:1])[C:6]([CH3:7])([CH3:8])[O:5][B:4]([C:52]2[CH2:57][CH2:56][CH2:55][N:54]([C:58]([O:60][C:61]([CH3:64])([CH3:63])[CH3:62])=[O:59])[CH:53]=2)[O:3]1 |f:1.2,7.8.9.10,11.12|. The reagents and catalysts are C1=CC=C(C=C1)P([C-]2C=CC=C2)C3=CC=CC=C3.C1=CC=C(C=C1)P([C-]2C=CC=C2)C3=CC=CC=C3.Cl[Pd]Cl.[Fe+2] ((dppf)PdCl2). Product: CC1(OB(OC1(C)C)C=1CN(CCC1)C(=O)OC(C)(C)C)C (tert-butyl 3-(4,4,5,5-tetramethyl-1,3,2-dioxaborolan-2-yl)-5,6-dihydropyridine-1(2H)-carboxylate), CC1(OB(OC1(C)C)C=1CCCN(C1)C(=O)OC(C)(C)C)C (tert-butyl 5-(4,4,5,5-tetramethyl-1,3,2-dioxaborolan-2-yl)-3,4-dihydropyridine-1(2H)-carboxylate). Reaction conditions: temperature 80 celsius.